This data is from the Open Reaction Database (ORD), a public repository of structured organic reaction records. The task is: describe an organic reaction: reactants, conditions, products, and yield Starting materials: O (water), C1(=CC=CC=C1)P(C1=CC=CC=C1)C1=CC=CC=C1 (Triphenylphosphine), ClC=1C=C(C=C(C1)Cl)CCCO (3-(3,5-dichlorophenyl)-propanol), BrBr (bromine). Run in C(Cl)Cl (CH2Cl2). Reaction conditions: temperature 0 celsius, time 1 hour. Product: ClC=1C=C(C=C(C1)Cl)C(CC)Br (1-(3.5-Dichlorophenyl)-propyl bromide). Isolated yield 51.0%. As a reaction SMILES: C1(P(C2C=CC=CC=2)C2C=CC=CC=2)C=CC=CC=1.[Cl:20][C:21]1[CH:22]=[C:23]([CH2:28][CH2:29][CH2:30]O)[CH:24]=[C:25]([Cl:27])[CH:26]=1.[Br:32]Br.O>C(Cl)Cl>[Cl:20][C:21]1[CH:22]=[C:23]([CH:28]([Br:32])[CH2:29][CH3:30])[CH:24]=[C:25]([Cl:27])[CH:26]=1. Procedure details: Triphenylphosphine (315 mg, 1.20 mmol) was added to a solution of 3-(3,5-dichlorophenyl)-propanol (200 mg, 0.98 mmol) in CH2Cl2 (20 mL). The reaction mixture was cooled to 0° C. and bromine (207 mg, 1.30 mmol) was added dropwise. The reaction was stirred at 0° C. for 1 h and was warmed to room temperature. The reaction was poured into water and the aqueous solution was extracted with CH2Cl2. The organic solution was washed with brine, dried over MgSO4, filtered, and concentrated in vacuo. The pr... The reactants are 6,7-diethoxy, OCC(C1=NCCC2=CC(=C(C=C12)OCC)OCC)CO (1-[bis(hydroxymethyl)-methyl]-6,7-diethoxy-3,4-dihydroisoquinoline). Solvent: C1=CC=CC=C1 (benzene). The product is OCC(C1NCCC2=CC(=C(C=C12)OC)OC)CO (1-[bis(hydroxymethyl)-methyl]-6,7-dimethoxy-1,2,3,4-tetrahydroisoquinoline). RXN SMILES: [OH:1][CH2:2][CH:3]([CH2:20][OH:21])[C:4]1[C:13]2[C:8](=[CH:9][C:10]([O:17][CH2:18]C)=[C:11]([O:14][CH2:15]C)[CH:12]=2)[CH2:7][CH2:6][N:5]=1>C1C=CC=CC=1>[OH:1][CH2:2][CH:3]([CH2:20][OH:21])[CH:4]1[C:13]2[C:8](=[CH:9][C:10]([O:17][CH3:18])=[C:11]([O:14][CH3:15])[CH:12]=2)[CH2:7][CH2:6][NH:5]1. Procedure: The 6,7-diethoxy analogue of the above compound can be prepared in an analogous manner, starting from 1-[bis(hydroxymethyl)-methyl]-6,7-diethoxy-3,4-dihydroisoquinoline; melting point: 127° to 128 C.° (benzene). Reactants: C(=C)P(OCC)(OCC)=O (diethyl vinylphosphonate), COC(C(C1=CC=CC=C1)=O)C1=CC=CC=C1 (benzoin methyl ether), 4, [OH-].[Na+] (sodium hydroxide), Cl (hydrochloric acid). The solvent is CS(=O)C (dimethyl sulphoxide). Reaction conditions: time 16 hour. Yields the product O=C(C(C1=CC=CC=C1)(OC)CCP(=O)(OCC)OCC)C1=CC=CC=C1 (1-oxo-2-(2-diethylphosphonoethyl)-2-methoxy-1,2-diphenylethane). As a reaction SMILES: [CH3:1][O:2][CH:3]([C:12]1[CH:17]=[CH:16][CH:15]=[CH:14][CH:13]=1)[C:4](=[O:11])[C:5]1[CH:10]=[CH:9][CH:8]=[CH:7][CH:6]=1.[OH-].[Na+].[CH:20]([P:22](=[O:29])([O:26][CH2:27][CH3:28])[O:23][CH2:24][CH3:25])=[CH2:21].Cl>CS(C)=O>[O:11]=[C:4]([C:5]1[CH:10]=[CH:9][CH:8]=[CH:7][CH:6]=1)[C:3]([CH2:21][CH2:20][P:22]([O:26][CH2:27][CH3:28])([O:23][CH2:24][CH3:25])=[O:29])([O:2][CH3:1])[C:12]1[CH:17]=[CH:16][CH:15]=[CH:14][CH:13]=1 |f:1.2|. Procedure: 16.4 g. (0.1 mole) of benzoin methyl ether are dissolved in 100 ml of dimethyl sulphoxide. While passing in nitrogen, 3 ml of 4 normal sodium hydroxide solution are added dropwise. Then 18 g (0.11 mole) of diethyl vinylphosphonate are added dropwise in the course of 10 minutes. The reaction mixture is stirred for 16 hours at room temperature under nitrogen and subsequently neutralised with 2 normal hydrochloric acid. After the reaction mixture has been completely concentrated under reduced press...